This data is from the Open Reaction Database (ORD), a public repository of structured organic reaction records. The task is: describe an organic reaction: reactants, conditions, products, and yield Reactants: C(CCCCCCCCCCC)OC1=CC=C(C=C1)C1=CC=C(C=C1)CCCCC(=O)OCC (4-dodecyloxy-4'-(ethoxycarbonylbutyl)biphenyl), [OH-].[K+] (KOH), C(C)O (ethanol), O (water). Solvent: Cl (HCl). Yields the product C(=O)(O)CCCCC1=CC=C(C=C1)C1=CC=C(C=C1)OCCCCCCCCCCCC (4-(carboxybutyl)-4'-dodecyloxybiphenyl). Isolated yield 90.5%. Reaction SMILES: [CH2:1]([O:13][C:14]1[CH:19]=[CH:18][C:17]([C:20]2[CH:25]=[CH:24][C:23]([CH2:26][CH2:27][CH2:28][CH2:29][C:30]([O:32]CC)=[O:31])=[CH:22][CH:21]=2)=[CH:16][CH:15]=1)[CH2:2][CH2:3][CH2:4][CH2:5][CH2:6][CH2:7][CH2:8][CH2:9][CH2:10][CH2:11][CH3:12].[OH-].[K+].C(O)C.O>Cl>[C:30]([CH2:29][CH2:28][CH2:27][CH2:26][C:23]1[CH:24]=[CH:25][C:20]([C:17]2[CH:18]=[CH:19][C:14]([O:13][CH2:1][CH2:2][CH2:3][CH2:4][CH2:5][CH2:6][CH2:7][CH2:8][CH2:9][CH2:10][CH2:11][CH3:12])=[CH:15][CH:16]=2)=[CH:21][CH:22]=1)([OH:32])=[O:31] |f:1.2|. Reported procedure: 19 mmol of the compound from Example 15, 66.7 mmol of KOH, 100 ml of ethanol and 50 ml of water are introduced into a 500 ml single-necked flask fitted with reflux condenser and magnetic stirrer, and the mixture is refluxed for 6 hours. After cooling, the reaction mixture is carefully acidified in concentrated HCl solution and subsequently washed with water until neutral. The solvent is stripped off, and the residue is recrystallized a number of times from glacial acetic acid. The residue is the... Starting materials: C(C)(C)(C)C1=CC=2C(C=3SC(=CC3C2C=C1)C)=O (6-(tert-butyl)-2-methyl-8H-indeno[2,1-b]thiophen-8-one), O.NN (hydrazine monohydrate), [OH-].[K+] (KOH). The solvent is C(COCCO)O (diethylene glycol), O (water), O (water). Conditions: temperature 80 celsius, time 40 minute. The product is C(C)(C)(C)C1=CC=2CC=3SC(=CC3C2C=C1)C (6(tert-butyl)-2-methyl-8H-indeno[2,1-b]thiophene). RXN SMILES: [C:1]([C:5]1[CH:16]=[CH:15][C:14]2[C:13]3[CH:12]=[C:11]([CH3:17])[S:10][C:9]=3[C:8](=O)[C:7]=2[CH:6]=1)([CH3:4])([CH3:3])[CH3:2].O.NN.[OH-].[K+]>C(O)COCCO.O>[C:1]([C:5]1[CH:16]=[CH:15][C:14]2[C:13]3[CH:12]=[C:11]([CH3:17])[S:10][C:9]=3[CH2:8][C:7]=2[CH:6]=1)([CH3:4])([CH3:3])[CH3:2] |f:1.2,3.4|. Procedure: A mixture of 2.40 g (0.0095 mol) of 6-(tert-butyl)-2-methyl-8H-indeno[2,1-b]thiophen-8-one and 2.6 mL (0.05 mol) of hydrazine monohydrate in 25 mL of diethylene glycol was stirred at 80° C. in 40 min and then refluxed for 1 h. The resulting mixture was cooled to r.t., treated with a solution of 2.68 g (0.035 mol) of KOH in 9.4 mL of water and subsequently refluxed for 2 h. The resulting mixture was poured in 150 mL of water, the precipitate was filtered, washed 5 times with 100 mL of water and d... The solvent is C(C)OCC (diethyl ether). RXN SMILES: [Br:1][C:2]1[CH:7]=[CH:6][C:5](Br)=[CH:4][N:3]=1.C([Li])C[CH2:11][CH3:12].C(SSCC)C.ClC1C=C(C=CC=1)C(OO)=O.[S:31]([O-])([O-:33])=[O:32].[Na+].[Na+]>C(OCC)C>[Br:1][C:2]1[CH:7]=[CH:6][C:5]([S:31]([CH2:11][CH3:12])(=[O:33])=[O:32])=[CH:4][N:3]=1 |f:4.5.6|. Isolated yield 19.0%. Procedure details: To a solution of 2,5-dibromopyridine (2 g, 8.4 mmol) in diethyl ether (50 mL) was added n-butyl lithium (1.6 M in hexanes, 9.24 mmol) dropwise at −78° C. under a nitrogen atmosphere. After the mixture was stirred at this temperature for 1 hour, diethyldisulfide (1.15 mL, 9.24 mmol) was added slowly at −78° C., and the mixture was stirred at this temperature for 1 hour and at 0° C. for an additional 1 hour. The reaction mixture was then quenched with 1 N hydrochloric acid (20 mL). The aqueous lay... Yields the product BrC1=NC=C(C=C1)S(=O)(=O)CC (2-bromo-5-ethanesulfonyl-pyridine). Reactants: ClC=1C=C(C(=O)OO)C=CC1 (m-chloroperoxybenzoic acid), S(=O)([O-])[O-].[Na+].[Na+] (sodium sulfite), BrC1=NC=C(C=C1)Br (2,5-dibromopyridine), C(CCC)[Li] (n-butyl lithium), C(C)SSCC (diethyldisulfide). Conditions: time 1 hour.